Dataset: the Open Reaction Database (ORD), a public repository of structured organic reaction records. Task: describe an organic reaction: reactants, conditions, products, and yield The reactants are CCOc1cc(S(=O)(=O)Cl)ccc1C#N, COc1ccc(C#N)cc1[N+](=O)[O-]. Product: COc1ccc(C#N)cc1S(=O)(=O)Cl. Reaction SMILES: [C:1]([c:2]1[cH:3][cH:4][c:5]([S:9](=[O:10])(=[O:11])[Cl:12])[cH:6][c:7]1[O:8][CH2:13][CH3:14])#[N:15].[CH3:16][O:17][c:18]1[c:19]([N+:26]([O-:27])=[O:28])[cH:20][c:21]([C:22]#[N:23])[cH:24][cH:25]1>>[S:9](=[O:10])(=[O:11])([Cl:12])[c:19]1[c:18]([O:17][CH3:16])[cH:25][cH:24][c:21]([C:22]#[N:23])[cH:20]1. The reactants are Cl, CCCCCC(O)(C=CC1C(C[N+](=O)[O-])CC2(OCCO2)C1CC=CCCCC(=O)O)c1ccccc1, C1CCOC1, O. Product: CCCCCC(O)(C=CC1C(C[N+](=O)[O-])CC(=O)C1CC=CCCCC(=O)O)c1ccccc1. As a reaction SMILES: [ClH:43].[N+:1](=[O:2])([O-:3])[CH2:4][CH:5]1[CH:6]([CH:23]=[CH:24][C:25]([CH2:26][CH2:27][CH2:28][CH2:29][CH3:30])([c:31]2[cH:32][cH:33][cH:34][cH:35][cH:36]2)[OH:37])[CH:7]([CH2:14][CH:15]=[CH:16][CH2:17][CH2:18][CH2:19][C:20](=[O:21])[OH:22])[C:8]2([O:9][CH2:12][CH2:11][O:10]2)[CH2:13]1.[O:38]1[CH2:39][CH2:40][CH2:41][CH2:42]1.[OH2:44]>>[N+:1](=[O:2])([O-:3])[CH2:4][CH:5]1[CH:6]([CH:23]=[CH:24][C:25]([CH2:26][CH2:27][CH2:28][CH2:29][CH3:30])([c:31]2[cH:32][cH:33][cH:34][cH:35][cH:36]2)[OH:37])[CH:7]([CH2:14][CH:15]=[CH:16][CH2:17][CH2:18][CH2:19][C:20](=[O:21])[OH:22])[C:8](=[O:9])[CH2:13]1. Starting materials: C(C)(C)(C)OC(C[C@@H](C)OC1=C(C=CC=C1)C1=CC(=C(C=C1)C(=O)OCC1=CC=CC=C1)F)=O (benzyl 2′-{[(1R)-3-tert-butoxy-1-methyl-3-oxopropyl]oxy}-3-fluorobiphenyl-4-carboxylate). Reagents/catalysts: [C].[Pd] (palladium carbon). Solvent: C(C)O (ethanol). Reaction conditions: time 7 hour. Product: C(C)(C)(C)OC(C[C@@H](C)OC1=C(C=CC=C1)C1=CC(=C(C=C1)C(=O)O)F)=O (2′-{[(1R)-3-tert-butoxy-1-methyl-3-oxopropyl]oxy}-3-fluorobiphenyl-4-carboxylic acid). Yield: 95.7%. RXN SMILES: [C:1]([O:5][C:6](=[O:34])[CH2:7][C@H:8]([O:10][C:11]1[CH:16]=[CH:15][CH:14]=[CH:13][C:12]=1[C:17]1[CH:22]=[CH:21][C:20]([C:23]([O:25]CC2C=CC=CC=2)=[O:24])=[C:19]([F:33])[CH:18]=1)[CH3:9])([CH3:4])([CH3:3])[CH3:2]>[C].[Pd].C(O)C>[C:1]([O:5][C:6](=[O:34])[CH2:7][C@H:8]([O:10][C:11]1[CH:16]=[CH:15][CH:14]=[CH:13][C:12]=1[C:17]1[CH:22]=[CH:21][C:20]([C:23]([OH:25])=[O:24])=[C:19]([F:33])[CH:18]=1)[CH3:9])([CH3:2])([CH3:3])[CH3:4] |f:1.2|. Reported procedure: To an ethanol solution (80 ml) of benzyl 2′-{[(1R)-3-tert-butoxy-1-methyl-3-oxopropyl]oxy}-3-fluorobiphenyl-4-carboxylate (12.8 g) was added 10% palladium carbon (2.54 g), followed by stirring at room temperature for 7 hours under a hydrogen atmosphere. The reaction solution was filtered through Celite, and the filtrate was concentrated under reduced pressure. The resulting residue was purified by silica gel column chromatography to afford 2′-{[(1R)-3-tert-butoxy-1-methyl-3-oxopropyl]oxy}-3-fluo... Starting materials: CN(C)CCO, [H-], Cc1cn(-c2ccc3c(N)ncnc3c2F)c2c1C(=O)CC(C)(C)C2, [Na+], CN(C)C=O. Product: Cc1cn(-c2ccc3c(N)ncnc3c2OCCN(C)C)c2c1C(=O)CC(C)(C)C2. As a reaction SMILES: [CH3:1][N:2]([CH3:3])[CH2:4][CH2:5][OH:6].[H-:7].[NH2:9][c:10]1[n:11][cH:12][n:13][c:14]2[c:15]([F:33])[c:16](-[n:20]3[cH:21][c:22]([CH3:32])[c:23]4[c:28]3[CH2:27][C:26]([CH3:29])([CH3:30])[CH2:25][C:24]4=[O:31])[cH:17][cH:18][c:19]12.[Na+:8].[O:34]=[CH:35][N:36]([CH3:37])[CH3:38]>>[CH3:1][N:2]([CH3:3])[CH2:4][CH2:5][O:6][c:15]1[c:14]2[n:13][cH:12][n:11][c:10]([NH2:9])[c:19]2[cH:18][cH:17][c:16]1-[n:20]1[cH:21][c:22]([CH3:32])[c:23]2[c:28]1[CH2:27][C:26]([CH3:29])([CH3:30])[CH2:25][C:24]2=[O:31].